Task: describe an organic reaction: reactants, conditions, products, and yield. Dataset: the Open Reaction Database (ORD), a public repository of structured organic reaction records Reactants: BrC1=CC=C2CCC3(CC3)C3(N=C(C(=N3)N)C)C2=C1 (7′-Bromo-5″-methyl-3′,4′-dihydrodispiro[cyclopropane-1,2′-naphthalene-1′,2″-imidazol]-4″-amine), ClC=1C=C(C=NC1)B(O)O (5-chloropyridin-3-ylboronic acid), C([O-])([O-])=O.[K+].[K+] (potassium carbonate), O1CCOCC1 (1,4-dioxane). The reagents and catalysts are C1=CC=C(C=C1)P([C-]2C=CC=C2)C3=CC=CC=C3.C1=CC=C(C=C1)P([C-]2C=CC=C2)C3=CC=CC=C3.Cl[Pd]Cl.[Fe+2] ([1,1′-bis(diphenylphosphino)ferrocene]palladium(II) chloride). Run in C(Cl)Cl (DCM). Conditions: temperature 130 celsius. The product is ClC=1C=C(C=NC1)C1=CC=C2CCC3(CC3)C3(N=C(C(=N3)N)C)C2=C1 (7′-(5-Chloropyridin-3-yl)-5″-methyl-3′,4′-dihydrodispiro[cyclopropane-1,2′-naphthalene-1′,2″-imidazol]-4″-amine). Yield: 37.7%. RXN SMILES: Br[C:2]1[CH:19]=[C:18]2[C:5]([CH2:6][CH2:7][C:8]3([C:11]42[N:15]=[C:14]([NH2:16])[C:13]([CH3:17])=[N:12]4)[CH2:10][CH2:9]3)=[CH:4][CH:3]=1.[Cl:20][C:21]1[CH:22]=[C:23](B(O)O)[CH:24]=[N:25][CH:26]=1.C(=O)([O-])[O-].[K+].[K+].O1CCOCC1>C(Cl)Cl.C1C=CC(P(C2C=CC=CC=2)[C-]2C=CC=C2)=CC=1.C1C=CC(P(C2C=CC=CC=2)[C-]2C=CC=C2)=CC=1.Cl[Pd]Cl.[Fe+2]>[Cl:20][C:21]1[CH:22]=[C:23]([C:2]2[CH:19]=[C:18]3[C:5]([CH2:6][CH2:7][C:8]4([C:11]53[N:15]=[C:14]([NH2:16])[C:13]([CH3:17])=[N:12]5)[CH2:9][CH2:10]4)=[CH:4][CH:3]=2)[CH:24]=[N:25][CH:26]=1 |f:2.3.4,7.8.9.10|. Reported procedure: A mixture of 7′-bromo-5″-methyl-3′,4′-dihydrodispiro[cyclopropane-1,2′-naphthalene-1′,2″-imidazol]-4″-amine (Example 1, 100 mg, 0.31 mmol), 5-chloropyridin-3-ylboronic acid (74 mg, 0.47 mmol), [1,1′-bis(diphenylphosphino)ferrocene]palladium(II) chloride (23 mg, 0.03 mmol), aq. potassium carbonate (2 M, 0.31 mL, 0.63 mmol) and 1,4-dioxane (1 mL) were mixed in a vial and heated in a microwave reactor at 130° C. for 30 min. When cooled to r.t., the mixture was diluted with DCM, washed with water an... Starting materials: C(C)(C)(C)OC(=O)N([C@H](C(=O)O)CC(C)(C)C)C ((S)-2-(tert-butoxycarbonyl(methyl)amino)-4,4-dimethylpentanoic acid), FC(C1=CC=C(C=C1)N1C[C@@H]2[C@H](C1)[C@H](CC2)N)(F)F ((3aR,4S,6aS)-2-[4-(trifluoromethyl)phenyl]octahydrocyclopenta[c]pyrrol-4-amine), FC(C1=CC=CC(=N1)N1C[C@@H]2[C@H](C1)[C@H](CC2)N)(F)F ((3aR,4S,6aS)-2-(6-(trifluoromethyl)pyridin-2-yl)octahydrocyclopenta[c]pyrrol-4-amine). Product: F[C@@H]1C[C@H](NC1)C(=O)N[C@H]1CC[C@@H]2CN(C[C@@H]21)C2=CC=C(C=C2)C(F)(F)F ((4R)-4-fluoro-N-{(3aR,4S,6aS)-2-[4-(trifluoromethyl)phenyl]octahydrocyclopenta[c]pyrrol-4-yl}-L-prolinamide). RXN SMILES: C(OC([N:8]([CH3:18])[C@@H:9]([CH2:13][C:14](C)(C)C)[C:10]([OH:12])=O)=O)(C)(C)C.[F:19][C:20]([F:37])([F:36])[C:21]1[CH:26]=[CH:25][C:24]([N:27]2[CH2:31][C@@H:30]3[C@@H:32]([NH2:35])[CH2:33][CH2:34][C@@H:29]3[CH2:28]2)=[CH:23][CH:22]=1.[F:38]C(F)(F)C1N=C(N2C[C@@H]3[C@@H](N)CC[C@@H]3C2)C=CC=1>>[F:38][C@H:14]1[CH2:18][NH:8][C@H:9]([C:10]([NH:35][C@@H:32]2[C@@H:30]3[C@@H:29]([CH2:28][N:27]([C:24]4[CH:23]=[CH:22][C:21]([C:20]([F:19])([F:36])[F:37])=[CH:26][CH:25]=4)[CH2:31]3)[CH2:34][CH2:33]2)=[O:12])[CH2:13]1. Reported procedure: The title compound was prepared by substituting N-(tert-butoxycarbonyl)-trans-4-fluoro-L-proline for (S)-2-(tert-butoxycarbonyl(methyl)amino)-4,4-dimethylpentanoic acid and (3aR,4S,6aS)-2-[4-(trifluoromethyl)phenyl]octahydrocyclopenta[c]pyrrol-4-amine from Example 607 for (3aR,4S,6aS)-2-(6-(trifluoromethyl)pyridin-2-yl)octahydrocyclopenta[c]pyrrol-4-amine in the procedure described in Example 587: 1H NMR (500 MHz, pyridine-d5) δ ppm 8.32 (d, J=7.5, 1H), 7.57 (d, J=7.7, 2H), 6.60 (d, J=8.7, 2H), ... The reactants are ClC1=NC=C(C(=N1)Cl)[N+](=O)[O-] (2,4-dichloro-5-nitropyrimidine), C(C)(C)N(C(C)C)CC (N,N-diisopropylethylamine), C(C)(=O)NCCN (N-acetylethylenediamine). The solvent is O1CCCC1 (tetrahydrofuran). Reaction conditions: temperature -78 celsius, time 30 minute. Yields the product ( 2 ), ClC1=NC=C(C(=N1)NCCNC(C)=O)[N+](=O)[O-] (N-(2-(2-chloro-5-nitropyrimidin-4-ylamino)ethyl)acetamide). RXN SMILES: [Cl:1][C:2]1[N:7]=[C:6](Cl)[C:5]([N+:9]([O-:11])=[O:10])=[CH:4][N:3]=1.C(N(CC)C(C)C)(C)C.[C:21]([NH:24][CH2:25][CH2:26][NH2:27])(=[O:23])[CH3:22]>O1CCCC1>[Cl:1][C:2]1[N:7]=[C:6]([NH:27][CH2:26][CH2:25][NH:24][C:21](=[O:23])[CH3:22])[C:5]([N+:9]([O-:11])=[O:10])=[CH:4][N:3]=1. Procedure: To a solution of 5.8 g (30 mmol) 2,4-dichloro-5-nitropyrimidine in 120 mL of tetrahydrofuran (THF) at −78° C. under Argon atmosphere was added 5.2 mL (30 mmol) of N,N-diisopropylethylamine followed by 3.1 mL (30 mmol) of N-acetylethylenediamine. The mixture was stirred at −78° C. for 30 min, allowed to warm to room temperature, and stirred for an additional 3 hours. The solvent was removed in vacuo and the residue purified by flash chromatography eluting with EtOAc to provide the compound of for... Starting materials: BrC=1C=CC2=C(CC(O2)(C)C)C1 (5-bromo-2,3-dihydro-2,2-dimethylbenzofuran), [Mg] (magnesium), C1COC2(CCC(CC2)=O)O1 (1,4-cyclohexanedione mono-ethylene ketal). The solvent is O1CCCC1 (tetrahydrofuran). The product is CC1(OC2=C(C1)C=C(C=C2)C2=CCC(CC2)=O)C (1-(2,3-dihydro-2,2-dimethylbenzofuran-5-yl)-1-cyclohexen-4-one). As a reaction SMILES: Br[C:2]1[CH:3]=[CH:4][C:5]2[O:9][C:8]([CH3:11])([CH3:10])[CH2:7][C:6]=2[CH:12]=1.[Mg].C1O[C:17]2([CH2:22][CH2:21][C:20](=O)[CH2:19][CH2:18]2)[O:16]C1>O1CCCC1>[CH3:10][C:8]1([CH3:11])[CH2:7][C:6]2[CH:12]=[C:2]([C:20]3[CH2:21][CH2:22][C:17](=[O:16])[CH2:18][CH:19]=3)[CH:3]=[CH:4][C:5]=2[O:9]1. Procedure: This compound is prepared in a manner analogous to that of Step D of Example 7, using 9.2 grams (0.040 mole) of 5-bromo-2,3-dihydro-2,2-dimethylbenzofuran, 1.1 grams (0.044 mole) of magnesium turnings, and 6.2 grams (0.040 mole) of 1,4-cyclohexanedione mono-ethylene ketal in about 70 mL of tetrahydrofuran, yielding 1-(2,3-dihydro-2,2-dimethylbenzofuran-5-yl)-1-cyclohexen-4-one.